Dataset: the Open Reaction Database (ORD), a public repository of structured organic reaction records. Task: describe an organic reaction: reactants, conditions, products, and yield The reactants are C1(O)=CC(O)=CC=C1 (Resorcinol), CC(=CC(=O)O)C (3,3-dimethylacrylic acid). The solvent is S(O)(O)(=O)=O (sulfuric acid). Run at time 8 hour. The product is OC1=CC2=C(C(CC(O2)(C)C)=O)C=C1 (2,3-Dihydro-7-hydroxy-2,2-dimethyl-4H-1-benzopyran-4-one). Yield: 62.5%. Reaction SMILES: [C:1]1([CH:8]=[CH:7][CH:6]=[C:4]([OH:5])[CH:3]=1)[OH:2].[CH3:9][C:10]([CH3:15])=[CH:11][C:12](O)=[O:13]>S(=O)(=O)(O)O>[OH:2][C:1]1[CH:8]=[CH:7][C:6]2[C:12](=[O:13])[CH2:11][C:10]([CH3:15])([CH3:9])[O:5][C:4]=2[CH:3]=1. Procedure details: Resorcinol (165 g) and 3,3-dimethylacrylic acid (100 g) were mixed, cooled in an ice bath, and treated carefully with concentrated sulfuric acid (180 mL). The internal temperature rose to 68° C. The mixture turned gradually to a viscous orange mass and the internal temperature dropped to 25° C. The ice bath was removed and stirring was continued overnight at room temperature (“RT”) during which the mixture solidified. Small amounts of water and ethyl acetate were carefully added alternatively un... The reactants are C1(=CC=CC2=CC=CC=C12)CC(C(=O)N[C@@H](CC1=CNC=N1)C(=O)N[C@@H](CC(C)C)C=NNC(=O)N)CCCCC1=CC=CC=C1 (N-[2-(1-naphthylmethyl)-6-phenylhexanoyl]-L-histidyl-L-leucinal semicarbazone), Cl (hydrochloric acid), C=O (formaldehyde), C([O-])(O)=O.[Na+] (sodium bicarbonate). Run in CO (methanol). Conditions: time 1.5 hour. Product: C1(=CC=CC2=CC=CC=C12)CC(C(=O)N[C@@H](CC1=CNC=N1)C(=O)N[C@@H](CC(C)C)C=O)CCCCC1=CC=CC=C1 (N-[2-(1-naphthylmethyl)-6-phenylhexanoyl]-L-histidyl-L-leucinal). RXN SMILES: [C:1]1([CH2:11][CH:12]([CH2:37][CH2:38][CH2:39][CH2:40][C:41]2[CH:46]=[CH:45][CH:44]=[CH:43][CH:42]=2)[C:13]([NH:15][C@H:16]([C:23]([NH:25][C@H:26](C=NNC(N)=O)[CH2:27][CH:28]([CH3:30])[CH3:29])=[O:24])[CH2:17][C:18]2[N:22]=[CH:21][NH:20][CH:19]=2)=[O:14])[C:10]2[C:5](=[CH:6][CH:7]=[CH:8][CH:9]=2)[CH:4]=[CH:3][CH:2]=1.Cl.C=O.[C:50](=[O:53])(O)[O-].[Na+]>CO>[C:1]1([CH2:11][CH:12]([CH2:37][CH2:38][CH2:39][CH2:40][C:41]2[CH:42]=[CH:43][CH:44]=[CH:45][CH:46]=2)[C:13]([NH:15][C@H:16]([C:23]([NH:25][C@H:26]([CH:50]=[O:53])[CH2:27][CH:28]([CH3:29])[CH3:30])=[O:24])[CH2:17][C:18]2[N:22]=[CH:21][NH:20][CH:19]=2)=[O:14])[C:10]2[C:5](=[CH:6][CH:7]=[CH:8][CH:9]=2)[CH:4]=[CH:3][CH:2]=1 |f:3.4|. Procedure details: To a solution of 1.82 g of N-[2-(1-naphthylmethyl)-6-phenylhexanoyl]-L-histidyl-L-leucinal semicarbazone in 80 ml of methanol were added 29 ml of 1N-hydrochloric acid and 7.6 ml of a 37 wt% formaldehyde solution while ice-cooling under an argon atmosphere. The mixture was stirred for 1.5 hours at room temperature, and then a 5% aqueous sodium bicarbonate solution was added to the reaction mixture. The mixture was extracted with ethyl acetate, and the organic layer was washed with a saturated sod...